Dataset: the Open Reaction Database (ORD), a public repository of structured organic reaction records. Task: describe an organic reaction: reactants, conditions, products, and yield Reactants: CCOC(=O)c1nn(-c2ccc(Cl)cc2Cl)c(-c2ccc(Cl)cc2)c1C, CO, Cl, [K+], [OH-], O. The product is Cc1c(C(=O)O)nn(-c2ccc(Cl)cc2Cl)c1-c1ccc(Cl)cc1. As a reaction SMILES: [CH2:1]([CH3:2])[O:3][C:4](=[O:5])[c:6]1[n:7][n:8](-[c:19]2[c:20]([Cl:26])[cH:21][c:22]([Cl:25])[cH:23][cH:24]2)[c:9](-[c:12]2[cH:13][cH:14][c:15]([Cl:18])[cH:16][cH:17]2)[c:10]1[CH3:11].[CH3:31][OH:32].[ClH:30].[K+:28].[OH-:27].[OH2:29]>>[O:3]=[C:4]([OH:5])[c:6]1[n:7][n:8](-[c:19]2[c:20]([Cl:26])[cH:21][c:22]([Cl:25])[cH:23][cH:24]2)[c:9](-[c:12]2[cH:13][cH:14][c:15]([Cl:18])[cH:16][cH:17]2)[c:10]1[CH3:11]. Starting materials: O=C([O-])O, Cc1ccccc1, [Na+], O=S(Cl)Cl, OCc1ccc(-c2ccccc2)nc1. Product: ClCc1ccc(-c2ccccc2)nc1. As a reaction SMILES: [C:19](=[O:20])([OH:21])[O-:22].[CH3:24][c:25]1[cH:26][cH:27][cH:28][cH:29][cH:30]1.[Na+:23].[S:1]([Cl:2])([Cl:3])=[O:4].[c:5]1(-[c:11]2[cH:12][cH:13][c:14]([CH2:17][OH:18])[cH:15][n:16]2)[cH:6][cH:7][cH:8][cH:9][cH:10]1>>[Cl:3][CH2:17][c:14]1[cH:13][cH:12][c:11](-[c:5]2[cH:6][cH:7][cH:8][cH:9][cH:10]2)[n:16][cH:15]1. The reactants are O=C(Cl)OCc1ccccc1, Cl, [Na+], [OH-], O, OC1CCNC1. Product: O=C(OCc1ccccc1)N1CCC(O)C1. Reaction SMILES: [Cl:10][C:11](=[O:12])[O:13][CH2:14][c:15]1[cH:16][cH:17][cH:18][cH:19][cH:20]1.[ClH:1].[Na+:9].[OH-:8].[OH2:21].[OH:2][CH:3]1[CH2:4][NH:5][CH2:6][CH2:7]1>>[OH:2][CH:3]1[CH2:4][N:5]([C:11](=[O:12])[O:13][CH2:14][c:15]2[cH:16][cH:17][cH:18][cH:19][cH:20]2)[CH2:6][CH2:7]1. The reactants are C(C)(C)(C)OC(N[C@H](C(=O)N1[C@@H](CCC1)C1=CC(=NC=C1)N1CCC2=CC=CC=C12)C1CCCCC1)=O (((S)-1-Cyclohexyl-2-{(S)-2-[2-(2,3-dihydro-indol-1-yl)-pyridin-4-yl]-pyrrolidin-1-yl}-2-oxo-ethyl)-carbamic acid tert-butyl ester), C(=O)(C(F)(F)F)O (TFA). The solvent is C(Cl)Cl (DCM). Run at time 1 hour. Product: N[C@H](C(=O)N1[C@@H](CCC1)C1=CC(=NC=C1)N1CCC2=CC=CC=C12)C1CCCCC1 ((S)-2-Amino-2-cyclohexyl-1-{(S)-2-[2-(2,3-dihydro-indol-1-yl)-pyridin-4-yl]-pyrrolidin-1-yl}-ethanone). RXN SMILES: C(OC(=O)[NH:7][C@@H:8]([CH:31]1[CH2:36][CH2:35][CH2:34][CH2:33][CH2:32]1)[C:9]([N:11]1[CH2:15][CH2:14][CH2:13][C@H:12]1[C:16]1[CH:21]=[CH:20][N:19]=[C:18]([N:22]2[C:30]3[C:25](=[CH:26][CH:27]=[CH:28][CH:29]=3)[CH2:24][CH2:23]2)[CH:17]=1)=[O:10])(C)(C)C.C(O)(C(F)(F)F)=O>C(Cl)Cl>[NH2:7][C@@H:8]([CH:31]1[CH2:36][CH2:35][CH2:34][CH2:33][CH2:32]1)[C:9]([N:11]1[CH2:15][CH2:14][CH2:13][C@H:12]1[C:16]1[CH:21]=[CH:20][N:19]=[C:18]([N:22]2[C:30]3[C:25](=[CH:26][CH:27]=[CH:28][CH:29]=3)[CH2:24][CH2:23]2)[CH:17]=1)=[O:10]. Procedure: A solution of ((S)-1-Cyclohexyl-2-{(S)-2-[2-(2,3-dihydro-indol-1-yl)-pyridin-4-yl]-pyrrolidin-1-yl}-2-oxo-ethyl)-carbamic acid tert-butyl ester (120 mg, 0.24 mmol) in DCM (5 mL) is added TFA (6 mL). After stirring at room temperature for 1 h, the reaction mixture is concentrated down to give crude (S)-2-Amino-2-cyclohexyl-1-{(S)-2-[2-(2,3-dihydro-indol-1-yl)-pyridin-4-yl]-pyrrolidin-1-yl}-ethanone, which is used in next step without further purification.